Dataset: the Open Reaction Database (ORD), a public repository of structured organic reaction records. Task: describe an organic reaction: reactants, conditions, products, and yield Reactants: COc1cc(Br)ccc1-n1cnc(C)c1, CC(c1ccccc1)n1cnc(N)n1. Yields the product COc1cc(Nc2ncn(C(C)c3ccccc3)n2)ccc1-n1cnc(C)c1. Reaction SMILES: [Br:1][c:2]1[cH:3][c:4]([O:14][CH3:15])[c:5](-[n:8]2[cH:9][n:10][c:11]([CH3:13])[cH:12]2)[cH:6][cH:7]1.[c:16]1([CH:22]([CH3:23])[n:24]2[n:25][c:26]([NH2:29])[n:27][cH:28]2)[cH:17][cH:18][cH:19][cH:20][cH:21]1>>[c:2]1([NH:29][c:26]2[n:25][n:24]([CH:22]([c:16]3[cH:17][cH:18][cH:19][cH:20][cH:21]3)[CH3:23])[cH:28][n:27]2)[cH:3][c:4]([O:14][CH3:15])[c:5](-[n:8]2[cH:9][n:10][c:11]([CH3:13])[cH:12]2)[cH:6][cH:7]1. The reactants are N1(CCCCC1)CCN (2-(1-piperidyl) ethylamine), C(=O)(N1C=NC=C1)N1C=NC=C1 (1,1′-carbonyl diimidazole), C(C)(=O)OCC (Ethyl acetate), Cl.C1(CCCCC1)CCNCCSC (2-cyclohexyl-N-[2-(methylthio) ethyl]-ethylamine hydrochloride). Run in O1CCCC1 (tetrahydrofuran). Run at time 15 minute. The product is C1(CCCCC1)CCN(C(=O)NCCN1CCCCC1)CCSC (1-(2-Cyclohexylethyl)-1-[2-(methylthio) ethyl]-3-[2-(1-piperidyl)-ethyl]urea). As a reaction SMILES: [N:1]1([CH2:7][CH2:8][NH2:9])[CH2:6][CH2:5][CH2:4][CH2:3][CH2:2]1.[C:10](N1C=CN=C1)(N1C=CN=C1)=[O:11].Cl.[CH:23]1([CH2:29][CH2:30][NH:31][CH2:32][CH2:33][S:34][CH3:35])[CH2:28][CH2:27][CH2:26][CH2:25][CH2:24]1.C(OCC)(=O)C>O1CCCC1>[CH:23]1([CH2:29][CH2:30][N:31]([CH2:32][CH2:33][S:34][CH3:35])[C:10]([NH:9][CH2:8][CH2:7][N:1]2[CH2:6][CH2:5][CH2:4][CH2:3][CH2:2]2)=[O:11])[CH2:28][CH2:27][CH2:26][CH2:25][CH2:24]1 |f:2.3|. Procedure: To a solution of 2-(1-piperidyl) ethylamine (151 mg) in anhydrous tetrahydrofuran (5.9 ml), there was added 1,1′-carbonyl diimidazole (228 mg) in a nitrogen gas atmosphere and the resulting mixture was stirred at room temperature for 15 minutes. Then 2-cyclohexyl-N-[2-(methylthio) ethyl]-ethylamine hydrochloride (309 mg) was added to the foregoing mixture and the resulting mixture was refluxed with heating for 45 minutes. Ethyl acetate was added to the reaction solution with ice cooling, followe... Reaction SMILES: [CH3:21][CH2:22][NH2:23].[Cl:24][CH2:25][Cl:26].[F:1][c:2]1[cH:3][c:4]([CH2:5][O:6][c:7]2[cH:8][cH:9][c:10]([CH:13]=[CH:14][C:15](=[O:16])[Cl:17])[cH:11][cH:12]2)[cH:18][cH:19][cH:20]1>>[F:1][c:2]1[cH:3][c:4]([CH2:5][O:6][c:7]2[cH:8][cH:9][c:10]([CH:13]=[CH:14][C:15](=[O:16])[NH:23][CH2:22][CH3:21])[cH:11][cH:12]2)[cH:18][cH:19][cH:20]1. The reactants are CCN, ClCCl, O=C(Cl)C=Cc1ccc(OCc2cccc(F)c2)cc1. Yields the product CCNC(=O)C=Cc1ccc(OCc2cccc(F)c2)cc1. Starting materials: Br, CC(=O)O, COc1cccc(Cl)c1Cl. Product: COc1ccc(CBr)c(Cl)c1Cl. As a reaction SMILES: [BrH:11].[CH3:12][C:13](=[O:14])[OH:15].[Cl:1][c:2]1[c:3]([O:9][CH3:10])[cH:4][cH:5][cH:6][c:7]1[Cl:8]>>[Cl:1][c:2]1[c:3]([O:9][CH3:10])[cH:4][cH:5][c:6]([CH2:12][Br:11])[c:7]1[Cl:8]. The reactants are COC1=CC2=CC=C(C=C2C=C1)C(C)(C)O (2-methoxy-6-(1-hydroxy-1-methylethyl)naphthalene), O (water). Solvent: CN(P(=O)(N(C)C)N(C)C)C (hexamethylphosphoramide). Yields the product COC1=CC2=CC=C(C=C2C=C1)C(=C)C (2-methoxy-6-isopropenylnaphthalene). RXN SMILES: [CH3:1][O:2][C:3]1[CH:12]=[CH:11][C:10]2[C:5](=[CH:6][CH:7]=[C:8]([C:13](O)([CH3:15])[CH3:14])[CH:9]=2)[CH:4]=1.O>CN(C)P(N(C)C)(N(C)C)=O>[CH3:1][O:2][C:3]1[CH:12]=[CH:11][C:10]2[C:5](=[CH:6][CH:7]=[C:8]([C:13]([CH3:15])=[CH2:14])[CH:9]=2)[CH:4]=1. Reported procedure: A solution of 1.22 g 2-methoxy-6-(1-hydroxy-1-methylethyl)naphthalene in 25 ml hexamethylphosphoramide (HMPA) was heated to 240° C. for 15 minutes. The solution was cooled, poured into water, and the brown solid which had formed was filtered off and washed with isopropanol. Recrystallization of the brown solid from isopropanol gave 2-methoxy-6-isopropenylnaphthalene, mp 101° to 103 5° C.